From a dataset of the Open Reaction Database (ORD), a public repository of structured organic reaction records. describe an organic reaction: reactants, conditions, products, and yield Reactants: CC(C)(C)[O-].[K+] (t-BuOK), C(C)(C)(C)OC(NCC12CC3C(C(CC(C1)C3)C2)O)=O ((4-Hydroxy-adamantan-1-ylmethyl)-carbamic acid tert-butyl ester), CC1=CC=C(C=C1)S(=O)(=O)C[N+]#[C-] (TosMIC), CCO (EtOH). The solvent is COCCOC (DME). Product: C(C)(C)(C)OC(NCC12CC3C(C(CC(C1)C3)C2)C#N)=O ((4-Cyano-adamantan-1-ylmethyl)-carbamic acid tert-butyl ester). Yield: 65.3%. Reaction SMILES: CC([O-])(C)C.[K+].[C:7]([O:11][C:12](=[O:26])[NH:13][CH2:14][C:15]12[CH2:24][CH:19]3[CH2:20][CH:21]([CH2:23][CH:17]([CH:18]3O)[CH2:16]1)[CH2:22]2)([CH3:10])([CH3:9])[CH3:8].CC1C=CC(S([CH2:37][N+:38]#[C-])(=O)=O)=CC=1.CCO>COCCOC>[C:7]([O:11][C:12](=[O:26])[NH:13][CH2:14][C:15]12[CH2:24][CH:19]3[CH2:20][CH:21]([CH2:23][CH:17]([CH:18]3[C:37]#[N:38])[CH2:16]1)[CH2:22]2)([CH3:10])([CH3:9])[CH3:8] |f:0.1|. Procedure: Solid t-BuOK (240 mg, 2.15 mmol) was added as 6 portions to a solution of ketone 1B (300 mg, 1.07 mmol) and TosMIC (273 mg, 1.40 mmol) in a mixture of DME (5.0 mL) and absolute EtOH (1 mL) while keeping the temperature between 5 and 10° C. The reaction mixture was allowed to warm to rt and was maintained for 30 min. The reaction mixture was then heated at 35-40° C. for 30 min and was then allowed to cool to rt. The precipitate (TosK) was removed by filtration and the filter cake was washed with ...